From a dataset of the Open Reaction Database (ORD), a public repository of structured organic reaction records. describe an organic reaction: reactants, conditions, products, and yield The reactants are C(C)(C)(C)OC(N(CCS(=O)(=O)C)C=1C=2N(C=CN1)C(=CN2)Br)=O ((3-bromo-imidazo[1,2-a]pyrazin-8-yl)-(2-methanesulfonyl-ethyl)-carbamic acid tert-butyl ester), CSC1=NC=CC(=N1)[Sn](CCCC)(CCCC)CCCC (2-methylsulfanyl-4-tributylstannanyl-pyrimidine), C(C)(C)N (isopropylamine). Yields the product C(C)(C)NC1=NC=CC(=N1)C1=CN=C2N1C=CN=C2NCCS(=O)(=O)C ([3-(2-Isopropylamino-pyrimidin-4-yl)-imidazo[1,2-a]pyrazin-8-yl]-(2-methanesulfonyl-ethyl)-amine). RXN SMILES: C(OC(=O)[N:7]([C:14]1[C:15]2[N:16]([C:20](Br)=[CH:21][N:22]=2)[CH:17]=[CH:18][N:19]=1)[CH2:8][CH2:9][S:10]([CH3:13])(=[O:12])=[O:11])(C)(C)C.CS[C:27]1[N:32]=[C:31]([Sn](CCCC)(CCCC)CCCC)[CH:30]=[CH:29][N:28]=1.[CH:46]([NH2:49])([CH3:48])[CH3:47]>>[CH:46]([NH:49][C:27]1[N:28]=[C:29]([C:20]2[N:16]3[CH:17]=[CH:18][N:19]=[C:14]([NH:7][CH2:8][CH2:9][S:10]([CH3:13])(=[O:11])=[O:12])[C:15]3=[N:22][CH:21]=2)[CH:30]=[CH:31][N:32]=1)([CH3:48])[CH3:47]. Procedure: [3-(2-Isopropylamino-pyrimidin-4-yl)-imidazo[1,2-a]pyrazin-8-yl]-(2-methanesulfonyl-ethyl)-amine was prepared by a process analogous to that described in Example 12 starting from (3-bromo-imidazo[1,2-a]pyrazin-8-yl)-(2-methanesulfonyl-ethyl)-carbamic acid tert-butyl ester (from Example 5 supra), 2-methylsulfanyl-4-tributylstannanyl-pyrimidine, and isopropylamine. LC-MS: [M+H]+ 376.3. Reaction SMILES: [CH2:18]1[O:19][CH2:20][CH2:21][O:22][CH2:23][CH2:24][O:25][CH2:26][CH2:27][O:28][CH2:29][CH2:30][O:31][CH2:32]1.[CH3:16][I:17].[CH3:1][O:2][CH:3]([C:4](=[O:5])[O:6][CH2:7][CH3:8])[C:9](=[O:10])[O:11][CH2:12][CH3:13].[CH3:33][N:34]([CH3:35])[CH:36]=[O:37].[H-:14].[Na+:15]>>[CH3:1][O:2][C:3]([C:4](=[O:5])[O:6][CH2:7][CH3:8])([C:9](=[O:10])[O:11][CH2:12][CH3:13])[CH3:18]. Yields the product CCOC(=O)C(C)(OC)C(=O)OCC. The reactants are C1COCCOCCOCCOCCO1, CI, CCOC(=O)C(OC)C(=O)OCC, CN(C)C=O, [H-], [Na+]. Starting materials: O=C(n1ccnc1)n1ccnc1, CS(N)(=O)=O, CN(C)C=O, CC1(C)Cc2cc(C(=O)O)ccc2NC1c1cccc(C(=O)Nc2ccccc2)c1, [H-], [Na+]. Product: CC1(C)Cc2cc(C(=O)NS(C)(=O)=O)ccc2NC1c1cccc(C(=O)Nc2ccccc2)c1. Reaction SMILES: [C:38]([n:39]1[cH:40][cH:41][n:42][cH:43]1)([n:44]1[cH:45][cH:46][n:47][cH:48]1)=[O:49].[CH3:1][S:2](=[O:3])(=[O:4])[NH2:5].[CH3:50][N:51]([CH3:52])[CH:53]=[O:54].[CH3:8][C:9]1([CH3:37])[CH:10]([c:22]2[cH:23][c:24]([C:28]([NH:29][c:30]3[cH:31][cH:32][cH:33][cH:34][cH:35]3)=[O:36])[cH:25][cH:26][cH:27]2)[NH:11][c:12]2[cH:13][cH:14][c:15]([C:19](=[O:20])[OH:21])[cH:16][c:17]2[CH2:18]1.[H-:6].[Na+:7]>>[CH3:1][S:2](=[O:3])(=[O:4])[NH:5][C:19]([c:15]1[cH:14][cH:13][c:12]2[c:17]([cH:16]1)[CH2:18][C:9]([CH3:8])([CH3:37])[CH:10]([c:22]1[cH:23][c:24]([C:28]([NH:29][c:30]3[cH:31][cH:32][cH:33][cH:34][cH:35]3)=[O:36])[cH:25][cH:26][cH:27]1)[NH:11]2)=[O:20].